This data is from the Open Reaction Database (ORD), a public repository of structured organic reaction records. The task is: describe an organic reaction: reactants, conditions, products, and yield The reactants are C(C)OC(C(C=1C(=C2C(=NC1C)SC1=C2CCCC1)C1=C(C=C(C=C1)C)O)OCC)=O (Ethoxy-[4-(2-hydroxy-4-methyl-phenyl)-2-methyl-5,6,7,8-tetrahydro-benzo[4,5]thieno[2,3-b]pyridin-3-yl]-acetic acid ethyl ester), [OH-].[Na+] (sodium hydroxide). Run in C(C)O (ethanol), O1CCCC1 (tetrahydrofuran). Conditions: temperature 60 celsius, time 5 hour. The product is C(C)OC(C(=O)O)C=1C(=C2C(=NC1C)SC1=C2CCCC1)C1=C(C=C(C=C1)C)O (Ethoxy[4-(2-hydroxy-4-methylphenyl)-2-methyl-5,6,7,8-tetrahydro[1]benzothieno[2,3-b]pyridin-3-yl]acetic acid). Isolated yield 16.0%. As a reaction SMILES: C([O:3][C:4](=[O:31])[CH:5]([O:28][CH2:29][CH3:30])[C:6]1[C:7]([C:20]2[CH:25]=[CH:24][C:23]([CH3:26])=[CH:22][C:21]=2[OH:27])=[C:8]2[C:15]3[CH2:16][CH2:17][CH2:18][CH2:19][C:14]=3[S:13][C:9]2=[N:10][C:11]=1[CH3:12])C.[OH-].[Na+]>C(O)C.O1CCCC1>[CH2:29]([O:28][CH:5]([C:6]1[C:7]([C:20]2[CH:25]=[CH:24][C:23]([CH3:26])=[CH:22][C:21]=2[OH:27])=[C:8]2[C:15]3[CH2:16][CH2:17][CH2:18][CH2:19][C:14]=3[S:13][C:9]2=[N:10][C:11]=1[CH3:12])[C:4]([OH:31])=[O:3])[CH3:30] |f:1.2|. Procedure details: To a stirred solution of Ethoxy-[4-(2-hydroxy-4-methyl-phenyl)-2-methyl-5,6,7,8-tetrahydro-benzo[4,5]thieno[2,3-b]pyridin-3-yl]-acetic acid ethyl ester (20 mg, 45 μmols) in ethanol (1 mL) and tetrahydrofuran (1 mL) was added the sodium hydroxide (2N aqueous, 0.5 mL, 20 eq) and the reaction was stirred at 60° C. for 5 hours. The reaction was concentrated in vacuo until all organic solvents had been removed, the aqueous residue was then acidified with hydrochloric acid (2N aqueous) to pH 2. A pale...